The task is: describe an organic reaction: reactants, conditions, products, and yield. This data is from the Open Reaction Database (ORD), a public repository of structured organic reaction records. The reactants are O (Water), crude product, [OH-].[K+] (potassium hydroxide), BrC1=CC=C(C=C1)CC(=O)CC1=CC=C(C=C1)Br (1,3-Di(4-bromophenyl)acetone), BrC1=CC=C(C=C1)C(=O)C(=O)C1=CC=C(C=C1)Br (4,4′-dibromobenzil). Solvent: ClCCl (dichloromethane), C(C)O (ethanol), C(C)O (ethanol). Reaction conditions: temperature 70 celsius, time 4 hour. The product is BrC1=CC=C(C=C1)C=1C(C(=C(C1C1=CC=C(C=C1)Br)C1=CC=C(C=C1)Br)C1=CC=C(C=C1)Br)=O (2,3,4,5-Tetra(4-bromophenyl)cyclopentadienone). Yield: 67.4%. Reaction SMILES: [OH-].[K+].[Br:3][C:4]1[CH:9]=[CH:8][C:7]([CH2:10][C:11]([CH2:13][C:14]2[CH:19]=[CH:18][C:17]([Br:20])=[CH:16][CH:15]=2)=[O:12])=[CH:6][CH:5]=1.[Br:21][C:22]1[CH:27]=[CH:26][C:25]([C:28]([C:30]([C:32]2[CH:37]=[CH:36][C:35]([Br:38])=[CH:34][CH:33]=2)=O)=O)=[CH:24][CH:23]=1.O>C(O)C.ClCCl>[Br:3][C:4]1[CH:9]=[CH:8][C:7]([C:10]2[C:11](=[O:12])[C:13]([C:14]3[CH:15]=[CH:16][C:17]([Br:20])=[CH:18][CH:19]=3)=[C:28]([C:25]3[CH:26]=[CH:27][C:22]([Br:21])=[CH:23][CH:24]=3)[C:30]=2[C:32]2[CH:33]=[CH:34][C:35]([Br:38])=[CH:36][CH:37]=2)=[CH:6][CH:5]=1 |f:0.1|. Procedure details: A solution of potassium hydroxide (230 mg, 4.1 mmol) in ethanol (5 cm3) was added to a solution of (13) (3.01 g, 8.2 mmol) and 4,4′-dibromobenzil (3.01 g, 8.2 mmol) in ethanol (45 cm3) at 70° C., and the reaction was stirred at 70° C. for 4 hours. Water (200 cm3) and dichloromethane (200 cm3) were added, and the layers were separated. The organic layer was washed with brine (200 cm3) and dried over magnesium sulfate. The solvent was removed to leave a dark purple solid. The crude product was pas... Run at time 30 minute. Run in CO (methanol). As a reaction SMILES: [OH:1][C@@H:2]1[CH2:7][CH2:6][C@H:5]([C:8]([OH:10])=[O:9])[CH2:4][CH2:3]1.S(=O)(=O)(O)O.[C:16](=O)([O-])[O-].[Na+].[Na+]>CO>[CH3:16][O:9][C:8]([C@H:5]1[CH2:6][CH2:7][C@@H:2]([OH:1])[CH2:3][CH2:4]1)=[O:10] |f:2.3.4|. The reactants are O[C@H]1CC[C@H](CC1)C(=O)O (cis-4-hydroxy-cyclohexanecarboxylic acid), S(O)(O)(=O)=O (sulfuric acid), C([O-])([O-])=O.[Na+].[Na+] (sodium carbonate). Yield: 94.0%. Reported procedure: A solution of cis-4-hydroxy-cyclohexanecarboxylic acid (10.0 g, 69.4 mmol) and a catalytic amount of concentrated sulfuric acid in methanol (700 ml) was heated at reflux over night. After cooling to room temperature the reaction mixture was neutralized by the addition of solid sodium carbonate. The mixture was stirred for 30 min, filtered and concentrated in vacuo. The residue was triturated in ethyl acetate (150 ml). The solids were removed by filtration. The filtrate was concentrated in vacuo ... Product: COC(=O)[C@@H]1CC[C@@H](CC1)O (cis-4-Hydroxy-cyclohexanecarboxylic acid methyl ester). Reactants: CC(C=O)(COC1OCCCC1)C (2,2-dimethyl-3-[(tetrahydro-2H-pyran-2-yl)oxy]propanal), [Br-].C(=O)(O)CCCC[P+](C1=CC=CC=C1)(C1=CC=CC=C1)C1=CC=CC=C1 ((4-carboxybutyl)triphenylphosphonium bromide), C(CCC)[Li] (butyllithium). Solvent: O1CCCC1 (tetrahydrofuran), [Cl-].[Na+].O (brine), CN(P(N(C)C)(N(C)C)=O)C (hexamethylphosphorictriamide), O1CCCC1 (tetrahydrofuran), CCCCCC (hexane). Run at time 1 hour. Product: CC(\C=C/CCCC(=O)O)(COC1OCCCC1)C ((Z)-7,7-dimethyl-8-[(tetrahydro-2H-pyran-2-yl)oxy]-5-octenoic acid). The yield is 151.5%. RXN SMILES: [Br-].[C:2]([CH2:5][CH2:6][CH2:7][CH2:8][P+](C1C=CC=CC=1)(C1C=CC=CC=1)C1C=CC=CC=1)([OH:4])=[O:3].C([Li])CCC.[CH3:33][C:34]([CH3:45])([CH2:37][O:38][CH:39]1[CH2:44][CH2:43][CH2:42][CH2:41][O:40]1)[CH:35]=O>CN(C)P(=O)(N(C)C)N(C)C.O1CCCC1.CCCCCC.[Cl-].[Na+].O>[CH3:33][C:34]([CH3:45])([CH2:37][O:38][CH:39]1[CH2:44][CH2:43][CH2:42][CH2:41][O:40]1)/[CH:35]=[CH:8]\[CH2:7][CH2:6][CH2:5][C:2]([OH:4])=[O:3] |f:0.1,7.8.9|. Procedure details: To a suspension of 4.43 g (10 mmols) of (4-carboxybutyl)triphenylphosphonium bromide in 20 ml of hexamethylphosphorictriamide and 28 ml of tetrahydrofuran was added dropwise at 0°-5° C., and under argon, 12 ml of 1.6 M butyllithium in hexane. The reaction mixture turned deep red in color. After stirring for 1 hr. at room temperature, 1.08 g (5.86 mmoles) of 2,2-dimethyl-3-[(tetrahydro-2H-pyran-2-yl)oxy]propanal (H. Marschall, et al., Chem. Ber. 107, 887 (1974)) in 3 ml of tetrahydrofuran was add...